From a dataset of the Open Reaction Database (ORD), a public repository of structured organic reaction records. describe an organic reaction: reactants, conditions, products, and yield As a reaction SMILES: [CH:30]([CH3:31])([CH3:32])[N:33]1[CH2:34][CH2:35][CH:36]([NH2:39])[CH2:37][CH2:38]1.[Cl:1][c:2]1[cH:3][cH:4][c:5]([NH:8][C:9](=[O:10])[CH2:11][n:12]2[n:13][c:14]([C:26](=[O:27])[OH:28])[cH:15][c:16]2[CH2:17][O:18][CH2:19][CH2:20][O:21][CH2:22][CH2:23][O:24][CH3:25])[n:6][cH:7]1.[Cl:40][CH2:41][Cl:42].[ClH:29]>>[Cl:1][c:2]1[cH:3][cH:4][c:5]([NH:8][C:9](=[O:10])[CH2:11][n:12]2[n:13][c:14]([C:26](=[O:28])[NH:39][CH:36]3[CH2:35][CH2:34][N:33]([CH:30]([CH3:31])[CH3:32])[CH2:38][CH2:37]3)[cH:15][c:16]2[CH2:17][O:18][CH2:19][CH2:20][O:21][CH2:22][CH2:23][O:24][CH3:25])[n:6][cH:7]1. The product is COCCOCCOCc1cc(C(=O)NC2CCN(C(C)C)CC2)nn1CC(=O)Nc1ccc(Cl)cn1. The reactants are CC(C)N1CCC(N)CC1, COCCOCCOCc1cc(C(=O)O)nn1CC(=O)Nc1ccc(Cl)cn1, ClCCl, Cl. The reactants are Clc1cc(C2CO2)ccc1Br, C1CCOC1, NCCO. Yields the product OCCNCC(O)c1ccc(Br)c(Cl)c1. Reaction SMILES: [Br:1][c:2]1[c:3]([Cl:11])[cH:4][c:5]([CH:8]2[O:9][CH2:10]2)[cH:6][cH:7]1.[CH2:16]1[O:17][CH2:18][CH2:19][CH2:20]1.[NH2:12][CH2:13][CH2:14][OH:15]>>[Br:1][c:2]1[c:3]([Cl:11])[cH:4][c:5]([CH:8]([OH:9])[CH2:10][NH:12][CH2:13][CH2:14][OH:15])[cH:6][cH:7]1. Starting materials: COCOC1=C(CN)C(=CC=C1)OCOC (2,6-bis(methoxymethoxy)benzylamine), solution, Cl (hydrogen chloride). Solvent: C(C)OCC (ethyl ether), C(C)OCC (ethyl ether). The product is Cl.COCOC1=C(CN)C(=CC=C1)OCOC (2,6-bis(methoxymethoxy)benzylamine hydrochloride). RXN SMILES: [CH3:1][O:2][CH2:3][O:4][C:5]1[CH:12]=[CH:11][CH:10]=[C:9]([O:13][CH2:14][O:15][CH3:16])[C:6]=1[CH2:7][NH2:8].[ClH:17]>C(OCC)C>[ClH:17].[CH3:16][O:15][CH2:14][O:13][C:9]1[CH:10]=[CH:11][CH:12]=[C:5]([O:4][CH2:3][O:2][CH3:1])[C:6]=1[CH2:7][NH2:8] |f:3.4|. Procedure: 1.09 g of 2,6-bis(methoxymethoxy)benzylamine in 60 ml of anhydrous ethyl ether are treated with 1.92 ml of a 2.25 M solution of hydrogen chloride in anhydrous ethyl ether. A white solid precipitates which after filtering and carefully washing with anhydrous ethyl ether gives 2,6-bis(methoxymethoxy)benzylamine hydrochloride with melting point 151,5°-152° C.; the yield obtained is 95%. I.R. (KBr) 2580 cm-1 (NH3+), 1252 cm-1 (aromatic C--O), 1076 cm-1 (acetalic C--O), 773 cm-1 (phenyl). Conditions: temperature 65 celsius. Reaction SMILES: II.[Mg].Br[C:5]1[CH:10]=[CH:9][C:8]([C:11]2[CH:16]=[CH:15][CH:14]=[CH:13][CH:12]=2)=[C:7]([Cl:17])[CH:6]=1.[C:18](=[O:20])=[O:19].Cl>O1CCCC1>[Cl:17][C:7]1[CH:6]=[C:5]([C:18]([OH:20])=[O:19])[CH:10]=[CH:9][C:8]=1[C:11]1[CH:16]=[CH:15][CH:14]=[CH:13][CH:12]=1. Procedure details: Few crystals of iodine are added to tetrahydrofuran (200 mL) containing magnesium turnings (2.8 g, 0.117 mol). The mixture is heated at 60-70° C. A solution of 4-bromo-2-chlorobiphenyl (26 g, 0.097 mol) in tetrahydrofuran (50 mL) is added dropwise to the reaction mixture and refluxed for 1 hr. Reaction mixture is brought to room temperature and then cooled to −20° C. Carbon dioxide gas is passed through the reaction mixture for 45 minutes. The reaction mixture is treated with 3N HCl (125 mL) and... Run in O1CCCC1 (tetrahydrofuran), O1CCCC1 (tetrahydrofuran). Yields the product ClC1=C(C=CC(=C1)C(=O)O)C1=CC=CC=C1 (2-chlorobiphenyl-4-carboxylic acid). Starting materials: BrC1=CC(=C(C=C1)C1=CC=CC=C1)Cl (4-bromo-2-chlorobiphenyl), C(=O)=O (Carbon dioxide), II (iodine), [Mg] (magnesium), Cl (HCl). Starting materials: C(C1=CC=CC=C1)OC(=O)NC(CC1=CC=CC=C1)C=C (2-benzyloxycarbonylamino-1-phenyl-3-butene), ClC=1C=C(C(=O)OO)C=CC1 (3-chloroperoxybenzoic acid). The solvent is CCOC(=O)C (EtOAc). Conditions: time 30 hour. The product is C(C1=CC=CC=C1)OC(=O)NC(CC1=CC=CC=C1)C1CO1 (2-benzyloxycarbonylamino-1-phenyl-3,4-epoxy-butane). RXN SMILES: [CH2:1]([O:8][C:9]([NH:11][CH:12]([CH:20]=[CH2:21])[CH2:13][C:14]1[CH:19]=[CH:18][CH:17]=[CH:16][CH:15]=1)=[O:10])[C:2]1[CH:7]=[CH:6][CH:5]=[CH:4][CH:3]=1.ClC1C=C(C=CC=1)C(OO)=[O:27]>CCOC(C)=O>[CH2:1]([O:8][C:9]([NH:11][CH:12]([CH:20]1[O:27][CH2:21]1)[CH2:13][C:14]1[CH:19]=[CH:18][CH:17]=[CH:16][CH:15]=1)=[O:10])[C:2]1[CH:3]=[CH:4][CH:5]=[CH:6][CH:7]=1. Reported procedure: To a stirred solution of 2-benzyloxycarbonylamino-1-phenyl-3-butene (1.43 g, 5.08 mmoles) in 20 mL of CH2C12 was added 3-chloroperoxybenzoic acid (2.19 g, 60%, 7.62 mmoles) in several portions, and the mixture was stirred at room temperature for 30 hrs. After addition of EtOAc (60 mL), the mixture was washed with saturated NaHCO3 and brine, and the organic layer was dried over Na2SO4. Evaporation of the solvent afforded an oily residue. The crude product was purified by column chromatography on ... The product is CC(C(=O)O)(CC1=CC=C(C=C1)OCCN1CCCCC1)S(=O)(=O)C1=C(OC=C1)C (2-Methyl-2-(2-methyl-furan-3-sulfonyl)-3-[4-(2-piperidin-1-yl-ethoxy)-phenyl]-propionic acid). Reported procedure: 2-Methyl-2-(2-methyl-furan-3-sulfonyl)-3-[4-(2-piperidin-1-yl-ethoxy)-phenyl]-propionic acid was prepared according to the general method as outlined in example 1. Starting from 2-methyl-2-(2-methyl-furan-3-sulfonyl)-3-[4-(2-piperidin-1-yl-ethoxy)-phenyl]-propionic acid ethyl ester (2.01 g, 4.5 mmol), dissolved in ethanol (20 mL) and 10 N sodium hydroxide (10 mL). The resulting mixture was worked up as outline in example 9. Yield 2.03g; amber crystals mp 66-68° C.; MS 434 (M−H). As a reaction SMILES: C([O:3][C:4](=[O:32])[C:5]([CH3:31])([S:22]([C:25]1[CH:29]=[CH:28][O:27][C:26]=1[CH3:30])(=[O:24])=[O:23])[CH2:6][C:7]1[CH:12]=[CH:11][C:10]([O:13][CH2:14][CH2:15][N:16]2[CH2:21][CH2:20][CH2:19][CH2:18][CH2:17]2)=[CH:9][CH:8]=1)C>C(O)C.[OH-].[Na+]>[CH3:31][C:5]([S:22]([C:25]1[CH:29]=[CH:28][O:27][C:26]=1[CH3:30])(=[O:24])=[O:23])([CH2:6][C:7]1[CH:12]=[CH:11][C:10]([O:13][CH2:14][CH2:15][N:16]2[CH2:17][CH2:18][CH2:19][CH2:20][CH2:21]2)=[CH:9][CH:8]=1)[C:4]([OH:32])=[O:3] |f:2.3|. Solvent: [OH-].[Na+] (sodium hydroxide), C(C)O (ethanol). Reactants: C(C)OC(C(CC1=CC=C(C=C1)OCCN1CCCCC1)(S(=O)(=O)C1=C(OC=C1)C)C)=O (2-methyl-2-(2-methyl-furan-3-sulfonyl)-3-[4-(2-piperidin-1-yl-ethoxy)-phenyl]-propionic acid ethyl ester), crystals. Starting materials: [Br-], [Br-], [Br-], O=C(Cc1ccc(F)cc1Cl)c1ccc(=O)n(-c2c(Cl)cccc2Cl)c1, C1CCOC1, C[N+](C)(C)c1ccccc1, C[N+](C)(C)c1ccccc1, C[N+](C)(C)c1ccccc1. Product: O=C(c1ccc(=O)n(-c2c(Cl)cccc2Cl)c1)C(Br)c1ccc(F)cc1Cl. Reaction SMILES: [Br-:27].[Br-:28].[Br-:29].[Cl:1][c:2]1[c:3]([CH2:9][C:10](=[O:11])[c:12]2[cH:13][cH:14][c:15](=[O:26])[n:16](-[c:18]3[c:19]([Cl:25])[cH:20][cH:21][cH:22][c:23]3[Cl:24])[cH:17]2)[cH:4][cH:5][c:6]([F:8])[cH:7]1.[O:60]1[CH2:61][CH2:62][CH2:63][CH2:64]1.[c:30]1([N+:31]([CH3:32])([CH3:33])[CH3:34])[cH:35][cH:36][cH:37][cH:38][cH:39]1.[c:40]1([N+:41]([CH3:42])([CH3:43])[CH3:44])[cH:45][cH:46][cH:47][cH:48][cH:49]1.[c:50]1([N+:51]([CH3:52])([CH3:53])[CH3:54])[cH:55][cH:56][cH:57][cH:58][cH:59]1>>[Cl:1][c:2]1[c:3]([CH:9]([C:10](=[O:11])[c:12]2[cH:13][cH:14][c:15](=[O:26])[n:16](-[c:18]3[c:19]([Cl:25])[cH:20][cH:21][cH:22][c:23]3[Cl:24])[cH:17]2)[Br:27])[cH:4][cH:5][c:6]([F:8])[cH:7]1. The product is O=[N+]([O-])c1cccc(-c2cc(-c3ccccc3)nnc2CBr)c1. RXN SMILES: [C:28](=[O:29])([O-:30])[O-:31].[K+:32].[K+:33].[O:34]1[CH2:35][CH2:36][CH2:37][CH2:38]1.[OH:1][CH2:2][c:3]1[n:4][n:5][c:6](-[c:18]2[cH:19][cH:20][cH:21][cH:22][cH:23]2)[cH:7][c:8]1-[c:9]1[cH:10][c:11]([N+:15](=[O:16])[O-:17])[cH:12][cH:13][cH:14]1.[P:24]([Br:25])([Br:26])[Br:27].[cH:39]1[cH:40][cH:41][cH:42][cH:43][cH:44]1>>[CH2:2]([c:3]1[n:4][n:5][c:6](-[c:18]2[cH:19][cH:20][cH:21][cH:22][cH:23]2)[cH:7][c:8]1-[c:9]1[cH:10][c:11]([N+:15](=[O:16])[O-:17])[cH:12][cH:13][cH:14]1)[Br:25]. The reactants are O=C([O-])[O-], [K+], [K+], C1CCOC1, O=[N+]([O-])c1cccc(-c2cc(-c3ccccc3)nnc2CO)c1, BrP(Br)Br, c1ccccc1. Starting materials: CC1=CCC(NC(=O)OC(C)(C)C)CC1, COc1ccccc1, ClCCl, Cl, C1COCCO1, O=C(O)C(F)(F)F. The product is Cl, CC1=CCC(N)CC1. As a reaction SMILES: [C:1]([O:2][C:3](=[O:4])[NH:8][CH:9]1[CH2:10][CH:11]=[C:12]([CH3:15])[CH2:13][CH2:14]1)([CH3:5])([CH3:6])[CH3:7].[CH3:24][O:25][c:26]1[cH:27][cH:28][cH:29][cH:30][cH:31]1.[Cl:32][CH2:33][Cl:34].[ClH:23].[O:35]1[CH2:36][CH2:37][O:38][CH2:39][CH2:40]1.[OH:16][C:17]([C:18]([F:19])([F:20])[F:21])=[O:22]>>[ClH:23].[NH2:8][CH:9]1[CH2:10][CH:11]=[C:12]([CH3:15])[CH2:13][CH2:14]1.